This data is from the Open Reaction Database (ORD), a public repository of structured organic reaction records. The task is: describe an organic reaction: reactants, conditions, products, and yield The reactants are C=CC(F)(F)C(O)c1c(C)noc1-c1ccc(Br)cc1, Ic1ccccc1. Product: Cc1noc(-c2ccc(Br)cc2)c1C(O)C(F)(F)C=Cc1ccccc1. As a reaction SMILES: [Br:1][c:2]1[cH:3][cH:4][c:5](-[c:8]2[c:9]([CH:14]([C:15]([CH:16]=[CH2:17])([F:18])[F:19])[OH:20])[c:10]([CH3:13])[n:11][o:12]2)[cH:6][cH:7]1.[I:21][c:22]1[cH:23][cH:24][cH:25][cH:26][cH:27]1>>[Br:1][c:2]1[cH:3][cH:4][c:5](-[c:8]2[c:9]([CH:14]([C:15]([CH:16]=[CH:17][c:22]3[cH:23][cH:24][cH:25][cH:26][cH:27]3)([F:18])[F:19])[OH:20])[c:10]([CH3:13])[n:11][o:12]2)[cH:6][cH:7]1.